From a dataset of the Open Reaction Database (ORD), a public repository of structured organic reaction records. describe an organic reaction: reactants, conditions, products, and yield Starting materials: CC1(C)C(CO)C1(C)C, CN(C)C=O, [Cl-], [H-], [NH4+], [Na+], Fc1ccc(CBr)cc1Oc1ccccc1, Cc1ccccc1. Yields the product CC1(C)C(COCc2ccc(F)c(Oc3ccccc3)c2)C1(C)C. RXN SMILES: [CH3:1][C:2]1([CH3:9])[CH:3]([CH2:7][OH:8])[C:4]1([CH3:5])[CH3:6].[CH3:30][N:31]([CH3:32])[CH:33]=[O:34].[Cl-:28].[H-:26].[NH4+:29].[Na+:27].[O:10]([c:11]1[cH:12][cH:13][cH:14][cH:15][cH:16]1)[c:17]1[cH:18][c:19]([CH2:20][Br:21])[cH:22][cH:23][c:24]1[F:25].[c:35]1([CH3:36])[cH:37][cH:38][cH:39][cH:40][cH:41]1>>[CH3:1][C:2]1([CH3:9])[CH:3]([CH2:7][O:8][CH2:20][c:19]2[cH:18][c:17]([O:10][c:11]3[cH:12][cH:13][cH:14][cH:15][cH:16]3)[c:24]([F:25])[cH:23][cH:22]2)[C:4]1([CH3:5])[CH3:6]. Procedure details: The same procedures used in Example 4 were repeated except for using 703 mg of indole-4-carbaldehyde and 987 mg of α-phenylethyl bromide instead of the 4-picolyl chloride hydrochloride to give 845 mg of 1-(α-methylbenzyl)indole-4-carbaldehyde as an orange-colored oily substance. The yield thereof was found to be 70%. As a reaction SMILES: [NH:1]1[C:9]2[CH:8]=[CH:7][CH:6]=[C:5]([CH:10]=[O:11])[C:4]=2[CH:3]=[CH:2]1.[C:12]1([CH:18](Br)[CH3:19])[CH:17]=[CH:16][CH:15]=[CH:14][CH:13]=1>>[CH3:19][CH:18]([N:1]1[C:9]2[CH:8]=[CH:7][CH:6]=[C:5]([CH:10]=[O:11])[C:4]=2[CH:3]=[CH:2]1)[C:12]1[CH:17]=[CH:16][CH:15]=[CH:14][CH:13]=1. The reactants are N1C=CC=2C(=CC=CC12)C=O (indole-4-carbaldehyde), C1(=CC=CC=C1)C(C)Br (α-phenylethyl bromide). The yield is 70.0%. Product: CC(C1=CC=CC=C1)N1C=CC=2C(=CC=CC12)C=O (1-(α-methylbenzyl)indole-4-carbaldehyde). The reactants are N#Cc1ccc(C=O)cc1F, CCCC1CCC(C(CO)CO)CC1. Product: CCCC1CCC(C2COC(c3ccc(C#N)c(F)c3)OC2)CC1. As a reaction SMILES: [C:1](#[N:2])[c:3]1[c:4]([F:11])[cH:5][c:6]([CH:7]=[O:8])[cH:9][cH:10]1.[CH2:12]([CH2:13][CH3:14])[CH:15]1[CH2:16][CH2:17][CH:18]([CH:21]([CH2:22][OH:23])[CH2:24][OH:25])[CH2:19][CH2:20]1>>[C:1](#[N:2])[c:3]1[c:4]([F:11])[cH:5][c:6]([CH:7]2[O:8][CH2:24][CH:21]([CH:18]3[CH2:17][CH2:16][CH:15]([CH2:12][CH2:13][CH3:14])[CH2:20][CH2:19]3)[CH2:22][O:23]2)[cH:9][cH:10]1. The reactants are SCCC(=O)OC (Methyl 3-mercaptopropanoate), BrC=1C=C(C(=NC1)NC=1SC=C(N1)CC1CCN(CC1)C(=O)OC(C)(C)C)OC1=CC=CC=C1 (tert-butyl 4-((2-(5-bromo-3-phenoxypyridin-2-ylamino)thiazol-4-yl)methyl)piperidine-1-carboxylate), C(C)N(C(C)C)C(C)C (N-ethyl-N-isopropylpropan-2-amine), C1(=CC=CC=C1)P(C1=CC=CC=2C(C3=CC=CC(=C3OC12)P(C1=CC=CC=C1)C1=CC=CC=C1)(C)C)C1=CC=CC=C1 (4,5-bis(diphenylphosphino)-9,9-dimethyl-9H-xanthene). The reagents and catalysts are C=1C=CC(=CC1)/C=C/C(=O)/C=C/C2=CC=CC=C2.C=1C=CC(=CC1)/C=C/C(=O)/C=C/C2=CC=CC=C2.C=1C=CC(=CC1)/C=C/C(=O)/C=C/C2=CC=CC=C2.[Pd].[Pd] (Pd2dba3). Run in C(C)(=O)OCC (ethyl acetate), O1CCOCC1 (dioxane). Conditions: temperature 95 celsius. Yields the product COC(CCSC=1C=C(C(=NC1)NC=1SC=C(N1)CC1CCN(CC1)C(=O)OC(C)(C)C)OC1=CC=CC=C1)=O (tert-butyl 4-((2-(5-(3-methoxy-3-oxopropylthio)-3-phenoxypyridin-2-ylamino)thiazol-4-yl)methyl)piperidine-1-carboxylate). Yield: 94.4%. Reaction SMILES: Br[C:2]1[CH:3]=[C:4]([O:28][C:29]2[CH:34]=[CH:33][CH:32]=[CH:31][CH:30]=2)[C:5]([NH:8][C:9]2[S:10][CH:11]=[C:12]([CH2:14][CH:15]3[CH2:20][CH2:19][N:18]([C:21]([O:23][C:24]([CH3:27])([CH3:26])[CH3:25])=[O:22])[CH2:17][CH2:16]3)[N:13]=2)=[N:6][CH:7]=1.C(N(C(C)C)C(C)C)C.C1(P(C2C=CC=CC=2)C2C3OC4C(=CC=CC=4P(C4C=CC=CC=4)C4C=CC=CC=4)C(C)(C)C=3C=CC=2)C=CC=CC=1.[SH:86][CH2:87][CH2:88][C:89]([O:91][CH3:92])=[O:90]>C1C=CC(/C=C/C(/C=C/C2C=CC=CC=2)=O)=CC=1.C1C=CC(/C=C/C(/C=C/C2C=CC=CC=2)=O)=CC=1.C1C=CC(/C=C/C(/C=C/C2C=CC=CC=2)=O)=CC=1.[Pd].[Pd].C(OCC)(=O)C.O1CCOCC1>[CH3:92][O:91][C:89](=[O:90])[CH2:88][CH2:87][S:86][C:2]1[CH:3]=[C:4]([O:28][C:29]2[CH:34]=[CH:33][CH:32]=[CH:31][CH:30]=2)[C:5]([NH:8][C:9]2[S:10][CH:11]=[C:12]([CH2:14][CH:15]3[CH2:20][CH2:19][N:18]([C:21]([O:23][C:24]([CH3:27])([CH3:26])[CH3:25])=[O:22])[CH2:17][CH2:16]3)[N:13]=2)=[N:6][CH:7]=1 |f:4.5.6.7.8|. Procedure details: The atmosphere above a mixture of tert-butyl 4-((2-(5-bromo-3-phenoxypyridin-2-ylamino)thiazol-4-yl)methyl)piperidine-1-carboxylate (1.52 g, 2.79 mmol), N-ethyl-N-isopropylpropan-2-amine (0.971 mL, 5.57 mmol), 4,5-bis(diphenylphosphino)-9,9-dimethyl-9H-xanthene (0.161 g, 0.279 mmol), and dioxane (25 mL) was purged with nitrogen. Methyl 3-mercaptopropanoate (0.332 mL, 3.07 mmol) and Pd2dba3 (0.128 g, 0.139 mmol) were added, and the reaction was heated at 95° C. overnight. The reaction was cooled ... The reactants are COC1=C(CO)C=CC=C1 (2-methoxybenzyl alcohol), C1(=CC=CC=C1)P(C1=CC=CC=C1)C1=CC=CC=C1 (triphenylphosphine), C(Br)(Br)(Br)Br (carbon tetrabromide). Run in ClCCl (dichloromethane). Conditions: time 4 hour. The product is BrCC1=C(C=CC=C1)OC (1-(bromomethyl)-2-methoxybenzene). Isolated yield 88.6%. RXN SMILES: [CH3:1][O:2][C:3]1[CH:10]=[CH:9][CH:8]=[CH:7][C:4]=1[CH2:5]O.C1(P(C2C=CC=CC=2)C2C=CC=CC=2)C=CC=CC=1.C(Br)(Br)(Br)[Br:31]>ClCCl>[Br:31][CH2:5][C:4]1[CH:7]=[CH:8][CH:9]=[CH:10][C:3]=1[O:2][CH3:1]. Procedure details: To a 100-mL round-bottomed flask was added 2-methoxybenzyl alcohol (1.33 mL, 9.99 mmol, Aldrich, St. Louis, Mo.), triphenylphosphine (2.62 g, 9.99 mmol, Aldrich, St. Louis, Mo.) and carbon tetrabromide (0.969 mL, 9.99 mmol, Aldrich, St. Louis, Mo.) in dichloromethane (20 mL). The reaction mixture was stirred at room temperature for 4 h and then the solvent was removed in vacuo and the residue was purified by silica gel chromatography, eluting with 10% EtOAc in hexanes to give 1-(bromomethyl)-2-m... Reactants: BrC1=CC=C(C(=C1)C1=CC=C(C=C1)F)O (5-bromo-4′-fluoro[1,1′-biphenyl]-2-ol), C([O-])([O-])=O.[K+].[K+] (potassium carbonate), C(C1=CC=CC=C1)Br (benzyl bromide). The solvent is CN(C)C=O (DMF), O (water). The product is BrC=1C=CC(=C(C1)C1=CC=C(C=C1)F)OCC1=CC=CC=C1 (benzyl 5-bromo-4′-fluoro[1,1′-biphenyl]-2-yl ether). RXN SMILES: [Br:1][C:2]1[CH:7]=[C:6]([C:8]2[CH:13]=[CH:12][C:11]([F:14])=[CH:10][CH:9]=2)[C:5]([OH:15])=[CH:4][CH:3]=1.C(=O)([O-])[O-].[K+].[K+].[CH2:22](Br)[C:23]1[CH:28]=[CH:27][CH:26]=[CH:25][CH:24]=1>CN(C=O)C.O>[Br:1][C:2]1[CH:3]=[CH:4][C:5]([O:15][CH2:22][C:23]2[CH:28]=[CH:27][CH:26]=[CH:25][CH:24]=2)=[C:6]([C:8]2[CH:13]=[CH:12][C:11]([F:14])=[CH:10][CH:9]=2)[CH:7]=1 |f:1.2.3|. Reported procedure: A solution of 5-bromo-4′-fluoro[1,1′-biphenyl]-2-ol (7.00 g), potassium carbonate (3.80 g) and benzyl bromide (3.27 ml) in DMF (10 ml) was stirred at 60° C. for 5 h. The reaction mixture was diluted with water, extracted with ethyl acetate, washed with water and saturated brine and dried over anhydrous magnesium sulfate. The solvent was evaporated under reduced pressure and the residue was purified by silica gel chomatography (eluent; hexane→hexane:ethyl acetate=10:1) to give the title compound ... Starting materials: CC(C)(C)CC1CNC(c2cccc(Cl)c2F)C1(C#N)c1ccc(Cl)cc1F, ClCCl, O=C=Nc1cccnc1. The product is CC(C)(C)CC1CN(C(=O)Nc2cccnc2)C(c2cccc(Cl)c2F)C1(C#N)c1ccc(Cl)cc1F. RXN SMILES: [Cl:1][c:2]1[c:3]([F:28])[c:4]([CH:8]2[NH:9][CH2:10][CH:11]([CH2:23][C:24]([CH3:25])([CH3:26])[CH3:27])[C:12]2([C:13]#[N:14])[c:15]2[c:16]([F:22])[cH:17][c:18]([Cl:21])[cH:19][cH:20]2)[cH:5][cH:6][cH:7]1.[Cl:38][CH2:39][Cl:40].[N:29](=[C:30]=[O:31])[c:32]1[cH:33][n:34][cH:35][cH:36][cH:37]1>>[Cl:1][c:2]1[c:3]([F:28])[c:4]([CH:8]2[N:9]([C:30]([NH:29][c:32]3[cH:33][n:34][cH:35][cH:36][cH:37]3)=[O:31])[CH2:10][CH:11]([CH2:23][C:24]([CH3:25])([CH3:26])[CH3:27])[C:12]2([C:13]#[N:14])[c:15]2[c:16]([F:22])[cH:17][c:18]([Cl:21])[cH:19][cH:20]2)[cH:5][cH:6][cH:7]1. Starting materials: OC=1C=C(C=C(C1O)[N+](=O)[O-])C(C(=O)OCCCCCC)=O (n-hexyl 3,4-dihydroxy-5-nitrophenylglyoxylate), N/C(=C(/C#N)\N)/C#N (diaminomaleonitrile). Solvent: C(C)O (ethanol). Yields the product OC1=C(N=C(C(=N1)C#N)C#N)C1=CC(=C(C(=C1)[N+](=O)[O-])O)O (6-hydroxy-5-(3,4-dihydroxy-5-nitrophenyl)-2,3-pyrazinedicarbonitrile). As a reaction SMILES: [OH:1][C:2]1[CH:3]=[C:4]([C:12](=O)[C:13]([O:15]CCCCCC)=O)[CH:5]=[C:6]([N+:9]([O-:11])=[O:10])[C:7]=1[OH:8].[NH2:23]/[C:24](/[C:29]#[N:30])=[C:25](\[NH2:28])/[C:26]#[N:27]>C(O)C>[OH:15][C:13]1[N:28]=[C:25]([C:26]#[N:27])[C:24]([C:29]#[N:30])=[N:23][C:12]=1[C:4]1[CH:5]=[C:6]([N+:9]([O-:11])=[O:10])[C:7]([OH:8])=[C:2]([OH:1])[CH:3]=1. Procedure details: A solution of 4.0 g of n-hexyl 3,4-dihydroxy-5-nitrophenylglyoxylate and 1.5 g of diaminomaleonitrile in 35 ml of ethanol is heated to boiling under reflux for 24 hours. The alcohol is then distilled , the residue is dissolved in ether, washed with water, dried over sodium sulfate, filtered and evaporated. There is obtained 6-hydroxy-5-(3,4-dihydroxy-5-nitrophenyl)-2,3-pyrazinedicarbonitrile of m.p. >300° (from ether/methylene chloride). Reactants: CI, O=CNCC(=O)c1ncn2ccsc12, ClCCl, [H-], [Na+], CN(C)C=O. Yields the product CC(NC=O)C(=O)c1ncn2ccsc12. As a reaction SMILES: [CH3:17][I:18].[CH:3](=[O:4])[NH:5][CH2:6][C:7](=[O:8])[c:9]1[n:10][cH:11][n:12]2[c:13]1[s:14][cH:15][cH:16]2.[Cl:19][CH2:20][Cl:21].[H-:1].[Na+:2].[O:22]=[CH:23][N:24]([CH3:25])[CH3:26]>>[CH:3](=[O:4])[NH:5][CH:6]([C:7](=[O:8])[c:9]1[n:10][cH:11][n:12]2[c:13]1[s:14][cH:15][cH:16]2)[CH3:20].